The task is: describe an organic reaction: reactants, conditions, products, and yield. This data is from the Open Reaction Database (ORD), a public repository of structured organic reaction records. Starting materials: CC=1N=C2N(C(C1C1=CC=C(C=C1)C(F)(F)F)=O)C=CS2 (7-Methyl-6-[4-(trifluoromethyl)phenyl]-5H-[1,3]thiazolo[3,2-a]pyrimidin-5-one), C1(CCCC1)OC1=C(C=O)C=CC=C1OC (2-cyclopentyloxy-3-methoxybenzaldehyde), [O-]CC.[Na+] (sodium ethoxide). Solvent: C(C)O (ethanol). Product: C1(CCCC1)OC1=C(C=CC=C1OC)/C=C/C=1N=C2N(C(C1C1=CC=C(C=C1)C(F)(F)F)=O)C=CS2 (7-[(E)-2-(2-Cyclopentyloxy-3-methoxyphenyl)-1-ethenyl]-6-[4-(trifluoro methyl)phenyl]-5H-[1,3]thiazolo[3,2-a]pyrimidin-5-one). Isolated yield 44.8%. As a reaction SMILES: [CH3:1][C:2]1[N:3]=[C:4]2[S:21][CH:20]=[CH:19][N:5]2[C:6](=[O:18])[C:7]=1[C:8]1[CH:13]=[CH:12][C:11]([C:14]([F:17])([F:16])[F:15])=[CH:10][CH:9]=1.[CH:22]1([O:27][C:28]2[C:35]([O:36][CH3:37])=[CH:34][CH:33]=[CH:32][C:29]=2[CH:30]=O)[CH2:26][CH2:25][CH2:24][CH2:23]1.[O-]CC.[Na+]>C(O)C>[CH:22]1([O:27][C:28]2[C:35]([O:36][CH3:37])=[CH:34][CH:33]=[CH:32][C:29]=2/[CH:30]=[CH:1]/[C:2]2[N:3]=[C:4]3[S:21][CH:20]=[CH:19][N:5]3[C:6](=[O:18])[C:7]=2[C:8]2[CH:13]=[CH:12][C:11]([C:14]([F:17])([F:15])[F:16])=[CH:10][CH:9]=2)[CH2:23][CH2:24][CH2:25][CH2:26]1 |f:2.3|. Reported procedure: The title compound was prepared by condensation of Intermediate 5 (400 mg, 1.289 mmol) with 2-cyclopentyloxy-3-methoxybenzaldehyde (398 mg, 1.813 mmol) in presence of sodium ethoxide (163 mg, 2.411 mmol) in ethanol (15 ml) according to the procedure described in Example 24 to afford 296 mg of the desired product as an off-white solid; 1H NMR (300 MHz, DMSO-d6) δ 1.50-1.60 (m, 6H), 1.74-1.81 (m, 2H), 3.77 (s, 3H), 4.83 (s, 1H), 6.85-6.99 (m, 4H), 7.51 (d, J=5.1 Hz, 1H), 7.58 (d, J=8.1 Hz, 2H), 7....